From a dataset of the Open Reaction Database (ORD), a public repository of structured organic reaction records. describe an organic reaction: reactants, conditions, products, and yield The reactants are C(C)N(C1=CC(=C(C(=O)C2=C(C(=O)O)C=CC=C2)C=C1)C)CC (2-[4-(diethylamino)-2-methylbenzoyl]benzoic acid), CN(C)C1=CC=C(C=C1)NC2=CC=C(C=C2)N(C)C (4,4'-bis(dimethylamino)diphenylamine). The product is C(C)N(C1=CC(=C(C=C1)C1(OC(=O)C2=CC=CC=C12)N(C1=CC=C(C=C1)N(C)C)C1=CC=C(C=C1)N(C)C)C)CC (3-[4-(diethylamino)-2-methylphenyl]-3-{bis[4-(dimethylamino)phenyl]amino}phthalide). Yield: 54.0%. RXN SMILES: [CH2:1]([N:3]([CH2:22][CH3:23])[C:4]1[CH:20]=[CH:19][C:7]([C:8]([C:10]2[CH:18]=[CH:17][CH:16]=[CH:15][C:11]=2[C:12](O)=[O:13])=[O:9])=[C:6]([CH3:21])[CH:5]=1)[CH3:2].[CH3:24][N:25]([C:27]1[CH:32]=[CH:31][C:30]([NH:33][C:34]2[CH:39]=[CH:38][C:37]([N:40]([CH3:42])[CH3:41])=[CH:36][CH:35]=2)=[CH:29][CH:28]=1)[CH3:26]>>[CH2:1]([N:3]([CH2:22][CH3:23])[C:4]1[CH:20]=[CH:19][C:7]([C:8]2([N:33]([C:34]3[CH:35]=[CH:36][C:37]([N:40]([CH3:42])[CH3:41])=[CH:38][CH:39]=3)[C:30]3[CH:29]=[CH:28][C:27]([N:25]([CH3:24])[CH3:26])=[CH:32][CH:31]=3)[C:10]3[C:11](=[CH:15][CH:16]=[CH:17][CH:18]=3)[C:12](=[O:13])[O:9]2)=[C:6]([CH3:21])[CH:5]=1)[CH3:2]. Reported procedure: Following a procedure similar to that described in Example 4 but employing 3.1 g of 2-[4-(diethylamino)-2-methylbenzoyl]benzoic acid and 3.0 g of 4,4'-bis(dimethylamino)diphenylamine there was obtained 2.95 g of 3-[4-(diethylamino)-2-methylphenyl]-3-{bis[4-(dimethylamino)phenyl]amino}phthalide, m.p. 67°-83° C. A toluene solution of the product contacted with acidic clay or phenolic resin developed a black-colored image. The reactants are OC=1C=C(C(C(=O)O)=CC1)C(=O)O (4-hydroxyphthalic acid), C(CCC)N (n-butylamine), C(C)O (ethanol). Run in ethyl, O (water). The product is OC=1C=C2C(C(=O)N(C2=O)CCCC)=CC1 (4-hydroxy-N-n-butylphthalimide). Reaction SMILES: [OH:1][C:2]1[CH:3]=[C:4]([C:11]([OH:13])=O)[C:5](=[CH:9][CH:10]=1)[C:6]([OH:8])=O.[CH2:14]([NH2:18])[CH2:15][CH2:16][CH3:17].C(O)C>O>[OH:1][C:2]1[CH:3]=[C:4]2[C:11](=[O:13])[N:18]([CH2:14][CH2:15][CH2:16][CH3:17])[C:6](=[O:8])[C:5]2=[CH:9][CH:10]=1. Procedure: In a 250-ml round bottom flask were placed 20.5 g (112.6 mmols) of 4-hydroxyphthalic acid, 8.2 g (112.6 mmols) of n-butylamine and 100 ml of absolute ethanol. After mixing, the resulting mixture generated heat gently. The mixture was sufficiently stirred until the solids were completely dissolved. The alcohol was distilled off under reduced pressure, after which the viscous liquid thus obtained was heated at 180° C. for about 3 hours with continuous extraction of water. After cooling, the residu... Starting materials: C(C)(C)N(CC)C(C)C (diisopropylethylamine), BrC=1C=C(C=CC1C)C1=NOC(N1)=O (3-(3-Bromo-4-methylphenyl)-1,2,4-oxadiazol-5(4H)-one), BrC=1C=C(C(NO)=N)C=CC1C (3-bromo-N-hydroxy-4-methylbenzimidamide), ClC(Cl)(OC(OC(Cl)(Cl)Cl)=O)Cl (triphosgene). Solvent: C(Cl)Cl (DCM). Reaction conditions: time 3 hour. The product is BrC=1C=C(C=CC1C)C1=NOC(N1C)=O (3-(3-Bromo-4-methylphenyl)-4-methyl-1,2,4-oxadiazol-5(4H)-one). As a reaction SMILES: [Br:1][C:2]1[CH:3]=[C:4]([C:9]2[NH:13][C:12](=[O:14])[O:11][N:10]=2)[CH:5]=[CH:6][C:7]=1[CH3:8].Br[C:16]1C=C(C=CC=1C)C(=N)NO.ClC(Cl)(OC(=O)OC(Cl)(Cl)Cl)Cl.C(N(C(C)C)CC)(C)C>C(Cl)Cl>[Br:1][C:2]1[CH:3]=[C:4]([C:9]2[N:13]([CH3:16])[C:12](=[O:14])[O:11][N:10]=2)[CH:5]=[CH:6][C:7]=1[CH3:8]. Procedure details: Step-2: 3-(3-Bromo-4-methylphenyl)-1,2,4-oxadiazol-5(4H)-one: To a 0° C. cooled solution of 3-bromo-N-hydroxy-4-methylbenzimidamide (500 mg, 2.18 mmol, 1.0 eq) in DCM (10 mL) was added triphosgene (250 mg, 0.87 mmol, 0.4 eq) followed by diisopropylethylamine (0.76 mL, 4.46 mmol, 2 eq). The resulting mixture was stirred at room temperature for 3 h. The reaction was cooled back down to room temperature and quenched with water (5 mL) followed by dilution with DCM. The layers were separated and the ... The reactants are CC#N, ClC(Cl)Cl, CC(C)CCO[N+](=O)[O-], CCOC(=O)c1nc(N)sc1-c1ccccc1, [Na+], [OH-]. The product is CCOC(=O)c1nc(Cl)sc1-c1ccccc1. As a reaction SMILES: [CH3:33][C:34]#[N:35].[Cl:27][CH:28]([Cl:29])[Cl:30].[N+:18]([O-:19])([O:20][CH2:21][CH2:22][CH:23]([CH3:24])[CH3:25])=[O:26].[NH2:1][c:2]1[s:3][c:4](-[c:12]2[cH:13][cH:14][cH:15][cH:16][cH:17]2)[c:5]([C:7](=[O:8])[O:9][CH2:10][CH3:11])[n:6]1.[Na+:32].[OH-:31]>>[c:2]1([Cl:27])[s:3][c:4](-[c:12]2[cH:13][cH:14][cH:15][cH:16][cH:17]2)[c:5]([C:7](=[O:8])[O:9][CH2:10][CH3:11])[n:6]1. Reactants: amides, FC(C(=O)N)(F)F (trifluoroacetamide), FC(C(=O)OC(C(F)(F)F)=O)(F)F (trifluoroacetic anhydride), acid chloride, [Cl-].[NH4+] (ammonium chloride), B.CSC (borane dimethylsulfide), [N+](=O)([O-])C1=CC=C(N)C=C1 (4-nitroaniline), [H-].[Na+] (sodium hydride). Reagents/catalysts: [Zn] (zinc). The solvent is C1CCOC1 (THF), C(C)O (ethanol), C1CCOC1 (THF). Product: CC1=CC(=NC(=C1)C)NCCNC1=CC=C(C=C1)N (N-[2-(4,6-Dimethyl-pyridin-2-ylamino)-ethyl]-benzene-1,4-diamine). Reaction SMILES: B.CSC.[N+:5]([C:8]1[CH:14]=[CH:13][C:11]([NH2:12])=[CH:10][CH:9]=1)([O-])=O.F[C:16](F)(F)[C:17]([NH2:19])=O.FC(F)(F)C(O[C:27](=O)[C:28](F)(F)F)=O.[H-].[Na+].[Cl-].[NH4+:38]>C1COCC1.C(O)C.[Zn]>[CH3:10][C:9]1[CH:8]=[C:14]([CH3:13])[N:38]=[C:17]([NH:19][CH2:27][CH2:28][NH:5][C:8]2[CH:14]=[CH:13][C:11]([NH2:12])=[CH:10][CH:9]=2)[CH:16]=1 |f:0.1,5.6,7.8|. Procedure: From 4-nitroaniline by treatment with ethyl oxalyl chloride in triethylamine and THF to give N-(4-nitro-phenyl)-oxalamic acid ethyl ester, followed by aminolysis with 2-amino-4,6-dimethylpyridine in triethylamine at reflux to afford N-(4,6-dimethyl-pyridin-2-yl)-N-(4-nitro-phenyl)-oxalamide. The amides are then reduced with borane-dimethylsulfide in THF at reflux, the free amine is protected as a trifluoroacetamide by treatment with trifluoroacetic anhydride and sodium hydride in THF then the ni... Reactants: ClC=1N=C(C2=C(N1)N(C=C2C2=CC1=C(N=C(O1)C)C=C2)COCC[Si](C)(C)C)OC(C)C (6-(2-Chloro-4-isopropoxy-7-((2-(trimethylsilyl)ethoxy)methyl)-7H-pyrrolo[2,3-d]pyrimidin-5-yl)-2-methylbenzo[d]oxazole), C([O-])([O-])=O.[Cs+].[Cs+] (cesium carbonate), NC1=C(C=C(C(=O)NC)C=C1)OC (4-amino-3-methoxy-N-methylbenzamide), C1(=CC=CC=C1)P(C1=C(C2=CC=CC=C2C=C1)C1=C(C=CC2=CC=CC=C12)P(C1=CC=CC=C1)C1=CC=CC=C1)C1=CC=CC=C1 (2,2′-bis(diphenylphosphino)-1,1′-binaphthalene). The reagents and catalysts are C(C)(=O)[O-].[Pd+2].C(C)(=O)[O-] (palladium acetate). Run in C(C)(=O)OCC (ethyl acetate), O1CCOCC1 (1,4-dioxane). Run at temperature 110 celsius, time 4 hour. The product is C(C)(C)OC=1C2=C(N=C(N1)NC1=C(C=C(C(=O)NC)C=C1)OC)N(C=C2C2=CC1=C(N=C(O1)C)C=C2)COCC[Si](C)(C)C (4-(4-Isopropoxy-5-(2-methylbenzo[d]oxazol-6-yl)-7-((2-(trimethylsilyl)ethoxy)methyl)-7H-pyrrolo[2,3-d]pyrimidin-2-ylamino)-3-methoxy-N-methylbenzamide). Yield: 82.0%. Reaction SMILES: Cl[C:2]1[N:3]=[C:4]([O:29][CH:30]([CH3:32])[CH3:31])[C:5]2[C:10]([C:11]3[CH:20]=[CH:19][C:14]4[N:15]=[C:16]([CH3:18])[O:17][C:13]=4[CH:12]=3)=[CH:9][N:8]([CH2:21][O:22][CH2:23][CH2:24][Si:25]([CH3:28])([CH3:27])[CH3:26])[C:6]=2[N:7]=1.[NH2:33][C:34]1[CH:43]=[CH:42][C:37]([C:38]([NH:40][CH3:41])=[O:39])=[CH:36][C:35]=1[O:44][CH3:45].C1(P(C2C=CC=CC=2)C2C=CC3C(=CC=CC=3)C=2C2C3C(=CC=CC=3)C=CC=2P(C2C=CC=CC=2)C2C=CC=CC=2)C=CC=CC=1.C(=O)([O-])[O-].[Cs+].[Cs+]>C(OCC)(=O)C.C([O-])(=O)C.[Pd+2].C([O-])(=O)C.O1CCOCC1>[CH:30]([O:29][C:4]1[C:5]2[C:10]([C:11]3[CH:20]=[CH:19][C:14]4[N:15]=[C:16]([CH3:18])[O:17][C:13]=4[CH:12]=3)=[CH:9][N:8]([CH2:21][O:22][CH2:23][CH2:24][Si:25]([CH3:28])([CH3:27])[CH3:26])[C:6]=2[N:7]=[C:2]([NH:33][C:34]2[CH:43]=[CH:42][C:37]([C:38]([NH:40][CH3:41])=[O:39])=[CH:36][C:35]=2[O:44][CH3:45])[N:3]=1)([CH3:32])[CH3:31] |f:3.4.5,7.8.9|. Procedure: 6-(2-Chloro-4-isopropoxy-7-((2-(trimethylsilyl)ethoxy)methyl)-7H-pyrrolo[2,3-d]pyrimidin-5-yl)-2-methylbenzo[d]oxazole (1 equiv), 4-amino-3-methoxy-N-methylbenzamide (1.2 equiv), palladium acetate (0.1 equiv), 2,2′-bis(diphenylphosphino)-1,1′-binaphthalene (0.2 equiv), cesium carbonate (5 equiv), and 1,4-dioxane (0.14 M) were combined and allowed to stir at 110° C. for 4 h and then cool to ambient temperature overnight. The reaction mixture was diluted with ethyl acetate and filtered through a p... Reported procedure: 2-cyclobutylphenol (871 mg) was dissolved in N,N-dimethylformamide (5 mL), and 60% sodium hydride (1.30 g) was added to the solution at 0° C. After stirring the mixture for 30 minutes, chloromethyl methyl ether (2.1 mL) was added and the mixture was stirred for 14 hours. Water was added to the reaction solution, and then the reaction mixture was extracted with ethyl acetate. The organic layer was washed with water and saturated brine, and then dried over anhydrous sodium sulfate. The solvent was... Solvent: CN(C=O)C (N,N-dimethylformamide). The reactants are O (Water), C1(CCC1)C1=C(C=CC=C1)O (2-cyclobutylphenol), COCCl (chloromethyl methyl ether), [H-].[Na+] (sodium hydride). Reaction SMILES: [CH:1]1([C:5]2[CH:10]=[CH:9][CH:8]=[CH:7][C:6]=2[OH:11])[CH2:4][CH2:3][CH2:2]1.[H-].[Na+].[CH3:14][O:15][CH2:16]Cl.O>CN(C)C=O>[CH:1]1([C:5]2[CH:10]=[CH:9][CH:8]=[CH:7][C:6]=2[O:11][CH2:14][O:15][CH3:16])[CH2:2][CH2:3][CH2:4]1 |f:1.2|. Reaction conditions: time 30 minute. The product is C1(CCC1)C1=C(C=CC=C1)OCOC (1-cyclobutyl-2-methoxymethoxybenzene). The product is ClC1=C(CCl)C=C(C=C1)N(C)C (2-chloro-5-dimethylaminobenzyl chloride). Reaction SMILES: CSC.[Cl:4][C:5]1[CH:12]=[CH:11][C:10]([N:13]([CH3:15])[CH3:14])=[CH:9][C:6]=1[CH2:7]O.C(Cl)[Cl:17]>>[Cl:4][C:5]1[CH:12]=[CH:11][C:10]([N:13]([CH3:15])[CH3:14])=[CH:9][C:6]=1[CH2:7][Cl:17]. The reactants are CSC (dimethyl sulfide), C(Cl)Cl (methylene chloride), ClC1=C(CO)C=C(C=C1)N(C)C (2-chloro-5-dimethylaminobenzyl alcohol), ice water. Reaction conditions: temperature 0 celsius, time 3 hour. Reported procedure: 23.8 g of N-chlorosuccinimide provided in 600 ml of absolute methylene chloride is cooled to 0° C. and is slowly mixed with 15.6 ml of dimethyl sulfide. Thereafter the suspension thus produced is cooled to -30° C. and carefully mixed with 20 g of 2-chloro-5-dimethylaminobenzyl alcohol. The reaction mixture is then warmed to 0° C. and stirred at this temperature for 3 hours. Thereafter the mixture is diluted with methylene chloride and poured into ice water. The organic phase is separated, washed...